Dataset: the Open Reaction Database (ORD), a public repository of structured organic reaction records. Task: describe an organic reaction: reactants, conditions, products, and yield Procedure details: In a sealed glass tube, (4-butyl-phenyl)-[4-(2-methanesulfonyl-benzoimidazol-1-yl)-piperidin-1-yl]-methanone (9 mg) and hexyl amine (3 drops) were heated at 120-150° C. for 18 h. The crude product was taken into 1 ml 1:1 acetonitrile/water and purified via preparative liquid chromatography to give (4-butyl-phenyl)-[4-(2-hexylamino-benzoimidazol-1-yl)-piperidin-1-yl]-methanone (4.8 mg). Reagents/catalysts: C(CCCCC)N (hexyl amine). Starting materials: C(CCC)C1=CC=C(C=C1)C(=O)N1CCC(CC1)N1C(=NC2=C1C=CC=C2)S(=O)(=O)C ((4-butyl-phenyl)-[4-(2-methanesulfonyl-benzoimidazol-1-yl)-piperidin-1-yl]-methanone), crude product. As a reaction SMILES: [CH2:1]([C:5]1[CH:10]=[CH:9][C:8]([C:11]([N:13]2[CH2:18][CH2:17][CH:16]([N:19]3[C:23]4[CH:24]=[CH:25][CH:26]=[CH:27][C:22]=4[N:21]=[C:20]3S(C)(=O)=O)[CH2:15][CH2:14]2)=[O:12])=[CH:7][CH:6]=1)[CH2:2][CH2:3][CH3:4]>C(N)CCCCC.C(#N)C.O>[CH2:1]([C:5]1[CH:10]=[CH:9][C:8]([C:11]([N:13]2[CH2:18][CH2:17][CH:16]([N:19]3[C:23]4[CH:24]=[CH:25][CH:26]=[CH:27][C:22]=4[N:21]=[C:20]3[NH:13][CH2:11][CH2:8][CH2:7][CH2:6][CH2:5][CH3:1])[CH2:15][CH2:14]2)=[O:12])=[CH:7][CH:6]=1)[CH2:2][CH2:3][CH3:4] |f:2.3|. Run in C(C)#N.O (acetonitrile water). Product: C(CCC)C1=CC=C(C=C1)C(=O)N1CCC(CC1)N1C(=NC2=C1C=CC=C2)NCCCCCC ((4-butyl-phenyl)-[4-(2-hexylamino-benzoimidazol-1-yl)-piperidin-1-yl]-methanone). Isolated yield 101.8%. The reactants are N(=[N+]=[N-])CC=1C(=NC=2N(C1C1=C(C=C(C=C1)Cl)Cl)C=C(N2)C(=O)OCC)C ((+)-ethyl 6-(azidomethyl)-5-(2,4-dichlorophenyl)-7-methylimidazo[1,2-a]pyrimidine-2-carboxylate), O[Li].O (LiOH.H2O). Reported procedure: To a stirred solution of (+)-ethyl 6-(azidomethyl)-5-(2,4-dichlorophenyl)-7-methylimidazo[1,2-a]pyrimidine-2-carboxylate (1 g, 2.47 mmol) in THF (20 mL) and H2O (2 mL) was added LiOH.H2O (155 mg, 3.70 mmol). After heating to 50° C. for 16 h, the reaction was concentrated under reduced pressure and diluted with EtOAc. The aqueous layer was acidified by 1N HCl to pH=1. The organic layer was washed with satd aq NH4Cl and brine before drying over MgSO4. Filtration, concentration under reduced pressu... Yields the product N(=[N+]=[N-])CC=1C(=NC=2N(C1C1=C(C=C(C=C1)Cl)Cl)C=C(N2)C(=O)O)C ((+)-6-(azidomethyl)-5-(2,4-dichlorophenyl)-7-methylimidazo[1,2-a]pyrimidine-2-carboxylic acid). Conditions: temperature 50 celsius. Run in C1CCOC1 (THF), O (H2O). The yield is 93.8%. RXN SMILES: [N:1]([CH2:4][C:5]1[C:6]([CH3:27])=[N:7][C:8]2[N:9]([CH:19]=[C:20]([C:22]([O:24]CC)=[O:23])[N:21]=2)[C:10]=1[C:11]1[CH:16]=[CH:15][C:14]([Cl:17])=[CH:13][C:12]=1[Cl:18])=[N+:2]=[N-:3].O[Li].O>C1COCC1.O>[N:1]([CH2:4][C:5]1[C:6]([CH3:27])=[N:7][C:8]2[N:9]([CH:19]=[C:20]([C:22]([OH:24])=[O:23])[N:21]=2)[C:10]=1[C:11]1[CH:16]=[CH:15][C:14]([Cl:17])=[CH:13][C:12]=1[Cl:18])=[N+:2]=[N-:3] |f:1.2|. The reactants are CCC(=O)C(CC(C)N(C)C)(C=1C=CC=CC1)C=2C=CC=CC2 (methadone), S([O-])(O)=O (bisulfite), C(C(CO)(CO)N)O (Tris). Conditions: time 90 second. Product: CN(C(CC(C(CC)=O)(C1=CC=C(C=C1)O)C1=CC=CC=C1)C)C (6-dimethylamino-4-phenyl-4-(4-hydroxyphenyl)heptan-3-one). Reaction SMILES: [CH3:1][CH2:2][C:3]([C:5]([C:18]1[CH:19]=[CH:20][CH:21]=[CH:22][CH:23]=1)([C:12]1[CH:13]=[CH:14][CH:15]=[CH:16][CH:17]=1)[CH2:6][CH:7]([N:9]([CH3:11])[CH3:10])[CH3:8])=[O:4].S(=O)(O)[O-:25].C(O)C(N)(CO)CO>>[CH3:10][N:9]([CH3:11])[CH:7]([CH3:8])[CH2:6][C:5]([C:18]1[CH:19]=[CH:20][CH:21]=[CH:22][CH:23]=1)([C:12]1[CH:13]=[CH:14][C:15]([OH:25])=[CH:16][CH:17]=1)[C:3](=[O:4])[CH2:2][CH3:1]. Reported procedure: The procedure of Example 5 is repeated using the methadone derivative 6-methylamino-4-phenyl-4-(4-hydroxyphenyl)heptan-3-one except for the following modifications. Instead of mixing the NaI125 reaction mixture on a Vortex mixer the mixture is shaken gently for 90 seconds and after addition of the bisulfite the mixture is shaken gently for 30 seconds. Finally 2.0 ml of 0.1 M Tris buffer pH 7.0 is used prior to the column chromatography step. The resulting above-captioned labeled antigen is obtai... The reactants are Cc1ccc2c(C(=O)c3ccccn3)c(CCN(C)C)sc2c1, [Li]C, Cc1ccccc1. As a reaction SMILES: [CH3:1][N:2]([CH2:3][CH2:4][c:5]1[c:6]([C:15](=[O:16])[c:17]2[n:18][cH:19][cH:20][cH:21][cH:22]2)[c:7]2[c:8]([s:9]1)[cH:10][c:11]([CH3:14])[cH:12][cH:13]2)[CH3:23].[CH3:24][Li:25].[CH3:26][c:27]1[cH:28][cH:29][cH:30][cH:31][cH:32]1>>[CH3:1][N:2]([CH2:3][CH2:4][c:5]1[c:6]([C:15]([OH:16])([c:17]2[n:18][cH:19][cH:20][cH:21][cH:22]2)[CH3:24])[c:7]2[c:8]([s:9]1)[cH:10][c:11]([CH3:14])[cH:12][cH:13]2)[CH3:23]. Yields the product Cc1ccc2c(C(C)(O)c3ccccn3)c(CCN(C)C)sc2c1. Reactants: S1C2=C(C=C1)C(CC2)=O (5,6-Dihydro-cyclopenta[b]thiophen-4-one), [H-].[Na+] (NaH), Cl (HCl), C(C)OC(C1=CN=C(C=C1)Br)=O (6-Bromo-nicotinic acid ethyl ester). The solvent is C1CCOC1 (THF), O (water), C(C)(=O)OCC (ethyl acetate). Reaction conditions: temperature 100 celsius. Product: BrC1=CC=C(C=N1)C(=O)C1C(C2=C(SC=C2)C1)=O (5-(6-Bromo-pyridine-3-carbonyl)-5,6-dihydro-cyclopenta[b]thiophen-4-one). The yield is 71.0%. RXN SMILES: [S:1]1[CH:5]=[CH:4][C:3]2[C:6](=[O:9])[CH2:7][CH2:8][C:2]1=2.[H-].[Na+].C([O:14][C:15](=O)[C:16]1[CH:21]=[CH:20][C:19]([Br:22])=[N:18][CH:17]=1)C.Cl>C1COCC1.C(OCC)(=O)C.O>[Br:22][C:19]1[N:18]=[CH:17][C:16]([C:15]([CH:7]2[CH2:8][C:2]3[S:1][CH:5]=[CH:4][C:3]=3[C:6]2=[O:9])=[O:14])=[CH:21][CH:20]=1 |f:1.2|. Procedure details: 5,6-Dihydro-cyclopenta[b]thiophen-4-one (1.38 g, 10 mmol) in 30 mL of THF was treated with NaH (60 percent, 0.6 g, 15 mmol). After the addition of 6-Bromo-nicotinic acid ethyl ester (2.3 g, 10 mmol), the reaction mixture was heated at 100° C. for 8 hr. The solution was cooled to room temperature and poured into water. The resulting mixture was acidified with concentrated HCl and was added with ethyl acetate (80 mL). The organic layer was collected, brined, dried over MgSO4(s), and concentrated u... Reactants: C=CCBr, CCOC1Oc2cccc(O)c2O1, [H-], [Na+], CN(C)C=O, O. Product: C=CCOc1cccc2c1OC(OCC)O2. Reaction SMILES: [CH2:16]([CH:17]=[CH2:18])[Br:19].[CH2:1]([CH3:2])[O:3][CH:4]1[O:5][c:6]2[c:7]([cH:9][cH:10][cH:11][c:12]2[OH:13])[O:8]1.[H-:14].[Na+:15].[O:21]=[CH:22][N:23]([CH3:24])[CH3:25].[OH2:20]>>[CH2:1]([CH3:2])[O:3][CH:4]1[O:5][c:6]2[c:7]([cH:9][cH:10][cH:11][c:12]2[O:13][CH2:18][CH:17]=[CH2:16])[O:8]1. Reactants: C(=O)NC=1SC=C(N1)C(C(=O)NC1[C@@H]2N(C(=C(CS2)CSC2=NN=NN2CCO)C(=O)O)C1=O)=NOCCNC(=O)OC(C)(C)C (7-[2-(2-Formamidothiazol-4-yl)-2-(2-tert-butoxycarbonylaminoethoxyimino)acetamido]-3-[1-(2-hydroxyethyl)-1H-tetrazol-5-yl]thiomethyl-3-cephem-4-carboxylic acid), Cl (hydrochloric acid). Solvent: CO (methanol). Yields the product NC=1SC=C(N1)C(C(=O)NC1[C@@H]2N(C(=C(CS2)CSC2=NN=NN2CCO)C(=O)O)C1=O)=NOCCN (7-[2-(2-aminothiazol-4-yl)-2-(2-aminoethoxyimino)acetamido]-3-[1-(2-hydroxyethyl)-1H-tetrazol-5-yl]thiomethyl-3-cephem-4-carboxylic acid). Yield: 68.6%. RXN SMILES: C([NH:3][C:4]1[S:5][CH:6]=[C:7]([C:9](=[N:35][O:36][CH2:37][CH2:38][NH:39]C(OC(C)(C)C)=O)[C:10]([NH:12][CH:13]2[C:33](=[O:34])[N:15]3[C:16]([C:30]([OH:32])=[O:31])=[C:17]([CH2:20][S:21][C:22]4[N:26]([CH2:27][CH2:28][OH:29])[N:25]=[N:24][N:23]=4)[CH2:18][S:19][C@H:14]23)=[O:11])[N:8]=1)=O.Cl>CO>[NH2:3][C:4]1[S:5][CH:6]=[C:7]([C:9](=[N:35][O:36][CH2:37][CH2:38][NH2:39])[C:10]([NH:12][CH:13]2[C:33](=[O:34])[N:15]3[C:16]([C:30]([OH:32])=[O:31])=[C:17]([CH2:20][S:21][C:22]4[N:26]([CH2:27][CH2:28][OH:29])[N:25]=[N:24][N:23]=4)[CH2:18][S:19][C@H:14]23)=[O:11])[N:8]=1. Reported procedure: 7-[2-(2-Formamidothiazol-4-yl)-2-(2-tert-butoxycarbonylaminoethoxyimino)acetamido]-3-[1-(2-hydroxyethyl)-1H-tetrazol-5-yl]thiomethyl-3-cephem-4-carboxylic acid (syn isomer, 2.5 g.), conc. hydrochloric acid (1.9 g.) and methanol (40 ml.) were treated in a similar manner to that of Example 6-(2) to give 7-[2-(2-aminothiazol-4-yl)-2-(2-aminoethoxyimino)acetamido]-3-[1-(2-hydroxyethyl)-1H-tetrazol-5-yl]thiomethyl-3-cephem-4-carboxylic acid (syn isomer, 1.4 g.).